This data is from the Open Reaction Database (ORD), a public repository of structured organic reaction records. The task is: describe an organic reaction: reactants, conditions, products, and yield The reactants are C(C(C)C)C1=CC=C(C=C1)[C@H](CCC)OC1=CC=C(C(=O)C=2C=C(N3C=CC=CC23)CCCC(=O)OC)C=C1 (methyl 4-[1-[4-[1-(S)-(4-isobutylphenyl)butoxy]benzoyl]indolizin-3-yl]butyrate), aqueous solution, [OH-].[Na+] (sodium hydroxide), C(C)(=O)OCC (ethyl acetate), Cl (hydrochloric acid). Solvent: C(C)O (ethanol). Reaction conditions: temperature 50 celsius, time 40 minute. The product is C(C(C)C)C1=CC=C(C=C1)[C@H](CCC)OC1=CC=C(C(=O)C=2C=C(N3C=CC=CC23)CCCC(=O)O)C=C1 (4-[l-[4-[l-(S)-(4-isobutylphenyl)butoxy]benzoyl]indolizin-3-yl]butyric acid). The yield is 50.2%. As a reaction SMILES: [CH2:1]([C:5]1[CH:10]=[CH:9][C:8]([C@@H:11]([O:15][C:16]2[CH:39]=[CH:38][C:19]([C:20]([C:22]3[CH:23]=[C:24]([CH2:31][CH2:32][CH2:33][C:34]([O:36]C)=[O:35])[N:25]4[C:30]=3[CH:29]=[CH:28][CH:27]=[CH:26]4)=[O:21])=[CH:18][CH:17]=2)[CH2:12][CH2:13][CH3:14])=[CH:7][CH:6]=1)[CH:2]([CH3:4])[CH3:3].[OH-].[Na+].C(OCC)(=O)C.Cl>C(O)C>[CH2:1]([C:5]1[CH:6]=[CH:7][C:8]([C@@H:11]([O:15][C:16]2[CH:17]=[CH:18][C:19]([C:20]([C:22]3[CH:23]=[C:24]([CH2:31][CH2:32][CH2:33][C:34]([OH:36])=[O:35])[N:25]4[C:30]=3[CH:29]=[CH:28][CH:27]=[CH:26]4)=[O:21])=[CH:38][CH:39]=2)[CH2:12][CH2:13][CH3:14])=[CH:9][CH:10]=1)[CH:2]([CH3:4])[CH3:3] |f:1.2|. Procedure: To a solution of methyl 4-[1-[4-[1-(S)-(4-isobutylphenyl)butoxy]benzoyl]indolizin-3-yl]butyrate (182 mg) in ethanol (4 ml) was added 1N aqueous solution of sodium hydroxide (0.6 ml). The mixture was stirred at 50° C. for 40 minutes, and then poured into a mixture of ethyl acetate and diluted hydrochloric acid. The organic layer was separated, washed with water, dried over magnesium sulfate and evaporated. The residue was crystallized with diisopropyl ether to give 4-[l-[4-[l-(S)-(4-isobutylpheny... The reactants are ClC1=CC=C(C=N1)OC1CCN(CC1)C(=O)OC(C)(C)C (tert-butyl 4-((6-chloropyridin-3-yl)oxy)piperidine-1-carboxylate), N1C=CC2=CC(=CC=C12)NC(OC(C)C)=O (Isopropyl 1H-indol-5-ylcarbamate), N1C=CC2=CC(=CC=C12)NC(OC(C)C)=O (Isopropyl 1H-indol-5-ylcarbamate). The product is C(C)(C)(C)OC(=O)N1CCC(CC1)OC=1C=NC(=CC1)N1C=CC2=CC(=CC=C12)NC(=O)OC(C)C (tert-Butyl-4-((6-(5-((isopropoxycarbonyl)amino)-1H-indol-1-yl)-pyridin-3-yl)oxy)piperidine-1-carboxylate). Reaction SMILES: Cl[C:2]1[N:7]=[CH:6][C:5]([O:8][CH:9]2[CH2:14][CH2:13][N:12]([C:15]([O:17][C:18]([CH3:21])([CH3:20])[CH3:19])=[O:16])[CH2:11][CH2:10]2)=[CH:4][CH:3]=1.[NH:22]1[C:30]2[C:25](=[CH:26][C:27]([NH:31][C:32](=[O:37])[O:33][CH:34]([CH3:36])[CH3:35])=[CH:28][CH:29]=2)[CH:24]=[CH:23]1>>[C:18]([O:17][C:15]([N:12]1[CH2:13][CH2:14][CH:9]([O:8][C:5]2[CH:6]=[N:7][C:2]([N:22]3[C:30]4[C:25](=[CH:26][C:27]([NH:31][C:32]([O:33][CH:34]([CH3:36])[CH3:35])=[O:37])=[CH:28][CH:29]=4)[CH:24]=[CH:23]3)=[CH:3][CH:4]=2)[CH2:10][CH2:11]1)=[O:16])([CH3:21])([CH3:20])[CH3:19]. Procedure details: The title compound was prepared by following the similar procedure as described in Example-1 using tert-butyl 4-((6-chloropyridin-3-yl)oxy)piperidine-1-carboxylate (intermediate-06) and Isopropyl 1H-indol-5-ylcarbamate (intermediate 78).